Dataset: the Open Reaction Database (ORD), a public repository of structured organic reaction records. Task: describe an organic reaction: reactants, conditions, products, and yield The reactants are C(C)(C)(C)OC(=O)N1CCC(CC1)OC1=C(C=NC2=CC=C(C=C12)C=O)C#N (4-(3-cyano-6-formyl-quinolin-4-yloxy)-piperidine-1-carboxylic acid tert-butyl ester), C1(CC1)NC=1SCC(N1)=O (2-cyclopropylamino-thiazol-4-one), C(C)(=O)[O-].[Na+] (sodium acetate). The solvent is C(C)(=O)O (acetic acid). Product: C(C)(C)(C)OC(=O)N1CCC(CC1)OC1=C(C=NC2=CC=C(C=C12)\C=C/1\C(N=C(S1)NC1CC1)=O)C#N (4-{3-cyano-6-[2-cyclopropylamino-4-oxo-4H-thiazol-(5Z)-ylidenemethyl]-quinolin-4-yloxy}-piperidine-1-carboxylic acid tert-butyl ester). RXN SMILES: [C:1]([O:5][C:6]([N:8]1[CH2:13][CH2:12][CH:11]([O:14][C:15]2[C:24]3[C:19](=[CH:20][CH:21]=[C:22]([CH:25]=O)[CH:23]=3)[N:18]=[CH:17][C:16]=2[C:27]#[N:28])[CH2:10][CH2:9]1)=[O:7])([CH3:4])([CH3:3])[CH3:2].[CH:29]1([NH:32][C:33]2[S:34][CH2:35][C:36](=[O:38])[N:37]=2)[CH2:31][CH2:30]1.C([O-])(=O)C.[Na+]>C(O)(=O)C>[C:1]([O:5][C:6]([N:8]1[CH2:9][CH2:10][CH:11]([O:14][C:15]2[C:24]3[C:19](=[CH:20][CH:21]=[C:22](/[CH:25]=[C:35]4/[C:36](=[O:38])[N:37]=[C:33]([NH:32][CH:29]5[CH2:31][CH2:30]5)[S:34]/4)[CH:23]=3)[N:18]=[CH:17][C:16]=2[C:27]#[N:28])[CH2:12][CH2:13]1)=[O:7])([CH3:4])([CH3:2])[CH3:3] |f:2.3|. Reported procedure: Similar procedure as described in example 28c was used, starting from 4-(3-cyano-6-formyl-quinolin-4-yloxy)-piperidine-1-carboxylic acid tert-butyl ester (example 31b), 2-cyclopropylamino-thiazol-4-one, sodium acetate and acetic acid to give 4-{3-cyano-6-[2-cyclopropylamino-4-oxo-4H-thiazol-(5Z)-ylidenemethyl]-quinolin-4-yloxy}-piperidine-1-carboxylic acid tert-butyl ester. LC-MS m/e 520 (MH+).